Dataset: the Open Reaction Database (ORD), a public repository of structured organic reaction records. Task: describe an organic reaction: reactants, conditions, products, and yield Reactants: CC[BH-](CC)CC, [Li+], CCCCCC(=O)C=Cc1occc(=O)c1OCCCCCC(=O)OCC, C1CCOC1. Yields the product CCCCCC(O)C=Cc1occc(=O)c1OCCCCCC(=O)OCC. RXN SMILES: [CH2:28]([BH-:29]([CH2:30][CH3:31])[CH2:32][CH3:33])[CH3:34].[Li+:35].[O:1]=[C:2]([CH:3]=[CH:4][c:5]1[o:6][cH:7][cH:8][c:9](=[O:22])[c:10]1[O:11][CH2:12][CH2:13][CH2:14][CH2:15][CH2:16][C:17](=[O:18])[O:19][CH2:20][CH3:21])[CH2:23][CH2:24][CH2:25][CH2:26][CH3:27].[O:36]1[CH2:37][CH2:38][CH2:39][CH2:40]1>>[OH:1][CH:2]([CH:3]=[CH:4][c:5]1[o:6][cH:7][cH:8][c:9](=[O:22])[c:10]1[O:11][CH2:12][CH2:13][CH2:14][CH2:15][CH2:16][C:17](=[O:18])[O:19][CH2:20][CH3:21])[CH2:23][CH2:24][CH2:25][CH2:26][CH3:27].